This data is from the Open Reaction Database (ORD), a public repository of structured organic reaction records. The task is: describe an organic reaction: reactants, conditions, products, and yield The reactants are S-(−)1,1′-bi-2-naphthol, CC([O-])C.[Sm+3].CC([O-])C.CC([O-])C (samarium (III) isopropoxide), C1(=CC=CC=C1)[As](C1=CC=CC=C1)(C1=CC=CC=C1)=O (triphenyl arsine oxide), [As](C1=CC=CC=C1)(C1=CC=CC=C1)C1=CC=CC=C1 (Ph3As), C(C)(C)(C)OO (Tert-butyl hydroperoxide), C1(CC1)NC(\C=C\CCC)=O (Trans-N-cyclopropyl-2-hexenamide). Solvent: C1CCOC1 (THF), C1CCOC1 (THF). Conditions: temperature 25 celsius, time 30 minute. Product: C1(CC1)NC(=O)C1OC1CCC (N-cyclopropyl-3-propyloxirane-2-carboxamide). RXN SMILES: CC(C)[O-:3].[Sm+3].CC(C)[O-].CC(C)[O-].C1([As](=O)(C2C=CC=CC=2)C2C=CC=CC=2)C=CC=CC=1.[As](C1C=CC=CC=1)(C1C=CC=CC=1)C1C=CC=CC=1.C(OO)(C)(C)C.[CH:59]1([NH:62][C:63](=[O:69])/[CH:64]=[CH:65]/[CH2:66][CH2:67][CH3:68])[CH2:61][CH2:60]1>C1COCC1>[CH:59]1([NH:62][C:63]([CH:64]2[CH:65]([CH2:66][CH2:67][CH3:68])[O:3]2)=[O:69])[CH2:61][CH2:60]1 |f:0.1.2.3|. Reported procedure: A flask equipped with a stir bar, thermometer and addition funnel was placed under a nitrogen atmosphere then charged with samarium (III) isopropoxide (Sm(O-i-Pr)3, 430 mg, 1.3 mmol), triphenyl arsine oxide (Ph3As═O; 420 mg, 1.3 mmol), S-(−)1,1′-bi-2-naphthol ((S)-BINOL), 370 mg, 1.3 mmol), 4 Å molecular sieves (13 g) and THF (20 mL) then stirred for 30 min at 25±5° C. Tert-butyl hydroperoxide (2.8 mL, 5.5 M, 16 mmol) was then added. The mixture stirred for 30 minutes at 25±5° C., the amide of E...